From a dataset of the Open Reaction Database (ORD), a public repository of structured organic reaction records. describe an organic reaction: reactants, conditions, products, and yield Starting materials: C([O-])([O-])=O.[K+].[K+] (potassium carbonate), Cl.ClC=1C=CC2=C(C(=C(S2)C2=CC=CC=C2)CCN)C1 (2-(5-Chloro-2-phenyl-1-benzothiophen-3-yl)-1-ethanamine hydrochloride), C(C)(=O)Cl (acetyl chloride). The solvent is O.ClCCl (water dichloromethane). Reaction conditions: time 2 hour. Yields the product ClC1=CC2=C(SC(=C2CCNC(C)=O)C2=CC=CC=C2)C=C1 (N-[2-(5-Chloro-2-phenylbenzo[b]thiophen-3-yl)ethyl]acetamide). RXN SMILES: Cl.[Cl:2][C:3]1[CH:4]=[CH:5][C:6]2[S:10][C:9]([C:11]3[CH:16]=[CH:15][CH:14]=[CH:13][CH:12]=3)=[C:8]([CH2:17][CH2:18][NH2:19])[C:7]=2[CH:20]=1.C(=O)([O-])[O-].[K+].[K+].[C:27](Cl)(=[O:29])[CH3:28]>O.ClCCl>[Cl:2][C:3]1[CH:4]=[CH:5][C:6]2[S:10][C:9]([C:11]3[CH:16]=[CH:15][CH:14]=[CH:13][CH:12]=3)=[C:8]([CH2:17][CH2:18][NH:19][C:27](=[O:29])[CH3:28])[C:7]=2[CH:20]=1 |f:0.1,2.3.4,6.7|. Reported procedure: The compound obtained in Step E is dissolved in a mixture of water/dichloromethane (2/3); 2 eq. of potassium carbonate are then added and 2 eq. acetyl chloride are added dropwise. After stirring for 2 hours at ambient temperature, the 2 phases are separated; the organic phase is washed with 1M HCl and then with water, until the washing waters are neutral, and is then dried as over MgSO4 and evaporated. The residue obtained is purified by chromatography on silica gel. Starting materials: CC(CC)NS(=O)(=O)C1=CC=C2C(C(=O)OC(N2)=O)=C1 (5-[N-(2-Butyl)-sulfamoyl]-isatoic anhydride), ClC1=C(C(=O)O)C=C(C=C1)S(=O)(=O)Cl (2-chloro-5-chlorosulfonylbenzoic acid). Yields the product CC(CC)NS(=O)(=O)C=1C=CC(=C(C(=O)O)C1)Cl (5-[N-(2-butyl)-sulfamoyl]-2-chloro-benzoic acid), CC(CC)NS(=O)(=O)C1=CC=C(C(C(=O)O)=C1)N (5-[N-(2-butyl)-sulfamoyl]-anthranilic acid). RXN SMILES: [CH3:1][CH:2]([NH:5][S:6]([C:9]1[CH:20]=[C:13]2[C:14]([O:16]C(=O)[NH:18][C:12]2=[CH:11][CH:10]=1)=[O:15])(=[O:8])=[O:7])[CH2:3][CH3:4].[Cl:21]C1C=CC(S(Cl)(=O)=O)=CC=1C(O)=O>>[CH3:1][CH:2]([NH:5][S:6]([C:9]1[CH:10]=[CH:11][C:12]([Cl:21])=[C:13]([CH:20]=1)[C:14]([OH:16])=[O:15])(=[O:8])=[O:7])[CH2:3][CH3:4].[CH3:1][CH:2]([NH:5][S:6]([C:9]1[CH:20]=[C:13]([C:14]([OH:16])=[O:15])[C:12]([NH2:18])=[CH:11][CH:10]=1)(=[O:8])=[O:7])[CH2:3][CH3:4]. Procedure details: 5-[N-(2-Butyl)-sulfamoyl]-isatoic anhydride, which is to be used as the starting material, can be obtained, for example, in a manner analogous to that described in Example 1, using 2-chloro-5-chlorosulfonylbenzoic acid as the starting material, the product being obtained via 5-[N-(2-butyl)-sulfamoyl]-2-chloro-benzoic acid with a melting point of 118°-123° and 5-[N-(2-butyl)-sulfamoyl]-anthranilic acid with a melting point of 187°-188°. It melts at 228°-229°. Starting materials: CC(C(=O)OCC)(C(=O)OCC)C (Diethyl dimethylpropanedioate), [OH-].[K+] (KOH), Cl (HCl), CCOC(=O)C (EtOAc). Run in CCO (EtOH). The product is C(C)OC(C(C(=O)O)(C)C)=O (3-(ethyloxy)-2,2-dimethyl-3-oxopropanoic acid). Yield: 77.4%. Reaction SMILES: [CH3:1][C:2]([CH3:13])([C:8]([O:10]CC)=[O:9])[C:3]([O:5][CH2:6][CH3:7])=[O:4].[OH-].[K+].CCOC(C)=O.Cl>CCO>[CH2:6]([O:5][C:3](=[O:4])[C:2]([CH3:13])([CH3:1])[C:8]([OH:10])=[O:9])[CH3:7] |f:1.2|. Reported procedure: Diethyl dimethylpropanedioate (10 g, 53 mmol) in 170 mL EtOH was treated with 3.00 g (53 mmol) KOH at ambient temperature for 4 days. The reaction mixture was concentrated to dryness and partitioned between EtOAc and water. The aqueous phase was isolated, combined with fresh EtOAc and the pH adj to 2 with 6N HCl. The organic phase was isolated and the aqueous portion extracted twice with EtOAc. The organic phases were combined, dried over MgSO4, filtered and concentrated to give 6.56 g (41 mmol)...